Task: describe an organic reaction: reactants, conditions, products, and yield. Dataset: the Open Reaction Database (ORD), a public repository of structured organic reaction records The reactants are C1(=CC=C(C=C1)S(=O)(=O)[O-])C.[NH+]1=CC=CC=C1 (pyridinium p-toluenesulfonate), NC1=CC=C(OC2=NC=CC=C2C2=NC(=NC=C2)N)C=C1 (4-(2-(4-aminophenoxy)pyridin-3-yl)pyrimidin-2-amine), ClC=1SC(=NN1)C1=CC=CC=C1 (2-chloro-5-phenyl-1,3,4-thiadiazole). The solvent is 2-BuOH. Product: C1(=CC=CC=C1)C1=NN=C(S1)NC1=CC=C(OC2=NC=CC=C2C2=NC(=NC=C2)N)C=C1 (4-(2-(4-(5-phenyl-1,3,4-thiadiazol-2-ylamino)phenoxy)pyridin-3-yl)pyrimidin-2-amine). Reaction SMILES: C1(C)C=CC(S([O-])(=O)=O)=CC=1.[NH+]1C=CC=CC=1.[NH2:18][C:19]1[CH:38]=[CH:37][C:22]([O:23][C:24]2[C:29]([C:30]3[CH:35]=[CH:34][N:33]=[C:32]([NH2:36])[N:31]=3)=[CH:28][CH:27]=[CH:26][N:25]=2)=[CH:21][CH:20]=1.Cl[C:40]1[S:41][C:42]([C:45]2[CH:50]=[CH:49][CH:48]=[CH:47][CH:46]=2)=[N:43][N:44]=1>>[C:45]1([C:42]2[S:41][C:40]([NH:18][C:19]3[CH:38]=[CH:37][C:22]([O:23][C:24]4[C:29]([C:30]5[CH:35]=[CH:34][N:33]=[C:32]([NH2:36])[N:31]=5)=[CH:28][CH:27]=[CH:26][N:25]=4)=[CH:21][CH:20]=3)=[N:44][N:43]=2)[CH:46]=[CH:47][CH:48]=[CH:49][CH:50]=1 |f:0.1|. Procedure details: A slurry of pyridinium p-toluenesulfonate (0.18 g, 0.72 mmol), 4-(2-(4-aminophenoxy)pyridin-3-yl)pyrimidin-2-amine (0.100 g, 0.36 mmol), and 2-chloro-5-phenyl-1,3,4-thiadiazole (0.077 g, 0.39 mmol; prepared by method described in J. Med. Chem., 31:902 (1988)) was heated in 2 mL 2-BuOH in a sealed tube to 110° C. The reaction became dark brown and homogeneous. After 2 h the reaction was quenched with 1N NaOH and DCM. The aqueous layer was extracted 2×DCM, and the emulsified aqueous layer was filt... Reactants: ClC1=NC=CC(=N1)C=1C(=NN2C1C=CC=C2)C=2C=C(C=CC2)NC(C2=C(C=CC=C2F)F)=O (N-{3-[3-(2-chloro-4-pyrimidinyl)pyrazolo[1,5-a]pyridin-2-yl]phenyl}-2,6-difluorobenzamide), FC(C(=O)N1CC2=CC(=CC=C2CC1)N)(F)F (2-(trifluoroacetyl)-1,2,3,4-tetrahydro-7-isoquinolinamine). The solvent is CC(C)O (i-PrOH). Run at temperature 160 celsius. Yields the product N1N=CC2=C1C=CN=N2.FC(C(=O)N)(F)F (trifluoroacetamide pyrazolopyridazine). The yield is 349.1%. As a reaction SMILES: ClC1N=C(C2C(C3C=C(NC(=O)C4C(F)=CC=CC=4F)C=CC=3)=[N:10][N:11]3C=CC=CC=23)C=CN=1.[F:34][C:35]([F:50])([F:49])[C:36]([N:38]1CCC2[C:40](=[CH:41][C:42]([NH2:48])=[CH:43]C=2)[CH2:39]1)=[O:37]>CC(O)C>[NH:10]1[C:41]2[CH:40]=[CH:39][N:38]=[N:48][C:42]=2[CH:43]=[N:11]1.[F:34][C:35]([F:50])([F:49])[C:36]([NH2:38])=[O:37] |f:3.4|. Procedure details: A mixture of N-{3-[3-(2-chloro-4-pyrimidinyl)pyrazolo[1,5-a]pyridin-2-yl]phenyl}-2,6-difluorobenzamide (200 mg, 0.43 mmol) and 2-(trifluoroacetyl)-1,2,3,4-tetrahydro-7-isoquinolinamine (211 mg, 0.86 mmol) in a few mL i-PrOH was heated in a microwave apparatus at 160° C. until the reaction was complete. The by partitioning the reaction mixture between saturated aqueous NaHCO3 and CHCl3. The organic layer was washed with brine, dried over Na2SO4, filtered and concentrated to give a residue that wa...